This data is from the Open Reaction Database (ORD), a public repository of structured organic reaction records. The task is: describe an organic reaction: reactants, conditions, products, and yield Starting materials: N1(CCCCC1)CC(=O)N1C2=C(C=3N(C4=C1C=CC=C4)C(NN3)=O)C=CC=N2 (2,9-dihydro-9-(piperidinoacetyl)-3 H-pyrido[3,2-c]-s-triazolo-[4,3-a][1,5]benzodiazepin-3-one), [H-].[Na+] (sodium hydride), ClCCN(C)C ((2-chloroethyl)dimethylamine). Solvent: CN(C=O)C (dimethylformamide), C=1(C(=CC=CC1)C)C (xylene). Reaction conditions: time 22 hour. Product: CN(CCN1N=C2N(C3=C(N(C4=C2C=CC=N4)C(CN4CCCCC4)=O)C=CC=C3)C1=O)C (2,9-dihydro-2-[2-(dimethylamino)ethyl]-9-(piperidinoacetyl)-3H-pyrido[3,2-c]-s-triazolo[4,3-a]-[1,5]benzodiazepin-3-one). RXN SMILES: [N:1]1([CH2:7][C:8]([N:10]2[C:16]3[CH:17]=[CH:18][CH:19]=[CH:20][C:15]=3[N:14]3[C:21](=[O:24])[NH:22][N:23]=[C:13]3[C:12]3[CH:25]=[CH:26][CH:27]=[N:28][C:11]2=3)=[O:9])[CH2:6][CH2:5][CH2:4][CH2:3][CH2:2]1.[H-].[Na+].Cl[CH2:32][CH2:33][N:34]([CH3:36])[CH3:35]>CN(C)C=O.C1(C)C(C)=CC=CC=1>[CH3:35][N:34]([CH3:36])[CH2:33][CH2:32][N:22]1[C:21](=[O:24])[N:14]2[C:15]3[CH:20]=[CH:19][CH:18]=[CH:17][C:16]=3[N:10]([C:8](=[O:9])[CH2:7][N:1]3[CH2:2][CH2:3][CH2:4][CH2:5][CH2:6]3)[C:11]3[N:28]=[CH:27][CH:26]=[CH:25][C:12]=3[C:13]2=[N:23]1 |f:1.2|. Reported procedure: In the manner given in Example 25, to 2,9-dihydro-9-(piperidinoacetyl)-3 H-pyrido[3,2-c]-s-triazolo-[4,3-a][1,5]benzodiazepin-3-one in dimethylformamide is added a solution of sodium hydride in mineral oil. The mixture is allowed to react at about 95° C. for 40 minutes and after cooling (2-chloroethyl)dimethylamine in xylene is added. The mixture is kept at 95°-100° C. for a period of 22 hours, evaporated and worked up as in example 25 to give 2,9-dihydro-2-[2-(dimethylamino)ethyl]-9-(piperidino... The reactants are COC1=CC2=C(NC(N(CC2)C2CC(NCC2)C)=O)C=C1 (7-methoxy-3-(2-methyl-piperidin-4-yl)-1,3,4,5-tetrahydro-benzo[d]-[1,3]diazepin-2-one), COC1=CC2=C(NC(N(CC2)C2CC(NCC2)C)=O)C=C1 (7-methoxy-3-(2-methyl-piperidin-4-yl)-1,3,4,5-tetrahydrobenzo[d][1,3]diazepin-2-one), ClC1=CC(=NC=N1)C(=O)C1=CC2=C(N(C(O2)=O)C)C(=C1)C (6-(6-chloropyrimidine-4-carbonyl)-3,4-dimethyl-3H-benzoxazol-2-one), TEA. Solvent: CN(C)C=O (DMF). Run at time 3 day. Product: CN1C(OC2=C1C(=CC(=C2)C(=O)C2=CC(=NC=N2)N2C(CC(CC2)N2C(NC1=C(CC2)C=C(C=C1)OC)=O)C)C)=O (3-{1-[6-(3,4-dimethyl-2-oxo-2,3-dihydro-benzoxazole-6-carbonyl)-pyrimidin-4-yl]-2-methyl-piperidin-4-yl}-7-methoxy-1,3,4,5-tetrahydro-benzo[d][1,3]diazepin-2-one). As a reaction SMILES: [CH3:1][O:2][C:3]1[CH:21]=[CH:20][C:6]2[NH:7][C:8](=[O:19])[N:9]([CH:12]3[CH2:17][CH2:16][NH:15][CH:14]([CH3:18])[CH2:13]3)[CH2:10][CH2:11][C:5]=2[CH:4]=1.Cl[C:23]1[N:28]=[CH:27][N:26]=[C:25]([C:29]([C:31]2[CH:41]=[C:40]([CH3:42])[C:34]3[N:35]([CH3:39])[C:36](=[O:38])[O:37][C:33]=3[CH:32]=2)=[O:30])[CH:24]=1>CN(C=O)C>[CH3:39][N:35]1[C:34]2[C:40]([CH3:42])=[CH:41][C:31]([C:29]([C:25]3[N:26]=[CH:27][N:28]=[C:23]([N:15]4[CH2:16][CH2:17][CH:12]([N:9]5[CH2:10][CH2:11][C:5]6[CH:4]=[C:3]([O:2][CH3:1])[CH:21]=[CH:20][C:6]=6[NH:7][C:8]5=[O:19])[CH2:13][CH:14]4[CH3:18])[CH:24]=3)=[O:30])=[CH:32][C:33]=2[O:37][C:36]1=[O:38]. Reported procedure: 60 mg (0.21 mmol) 7-methoxy-3-(2-methyl-piperidin-4-yl)-1,3,4,5-tetrahydro-benzo[d]-[1,3]diazepin-2-one, 60 mg (0.20 mmol) 6-(6-chloropyrimidine-4-carbonyl)-3,4-dimethyl-3H-benzoxazol-2-one and 0.040 mL (0.29 mmol) TEA were combined in 1 mL DMF and stirred for three days at RT. Then 7-methoxy-3-(2-methyl-piperidin-4-yl)-1,3,4,5-tetrahydrobenzo[d][1,3]diazepin-2-one was added again and the mixture was stirred for 3 h at 80° C. The reaction mixture was purified by preparative HPLC. The fractions c... Reactants: C1CCOC1, COCCCCI, [H-], [Na+], CC(C)(C)OC(=O)N1CCC(C(O)c2ccccc2)C1. The product is COCCCCOC(c1ccccc1)C1CCN(C(=O)OC(C)(C)C)C1. Reaction SMILES: [CH2:30]1[O:31][CH2:32][CH2:33][CH2:34]1.[CH3:21][O:22][CH2:23][CH2:24][CH2:25][CH2:26][I:27].[H-:29].[Na+:28].[OH:1][CH:2]([CH:3]1[CH2:4][N:5]([C:8](=[O:9])[O:10][C:11]([CH3:12])([CH3:13])[CH3:14])[CH2:6][CH2:7]1)[c:15]1[cH:16][cH:17][cH:18][cH:19][cH:20]1>>[O:1]([CH:2]([CH:3]1[CH2:4][N:5]([C:8](=[O:9])[O:10][C:11]([CH3:12])([CH3:13])[CH3:14])[CH2:6][CH2:7]1)[c:15]1[cH:16][cH:17][cH:18][cH:19][cH:20]1)[CH2:26][CH2:25][CH2:24][CH2:23][O:22][CH3:21]. Solvent: CO (methanol), C(C)(=O)OCC (ethyl acetate). RXN SMILES: [OH-].[Na+].[CH3:3][C:4]1[CH:5]=[C:6]([NH:11][C:12]([C:14]2[C:15]([S:20][CH2:21][C:22]3[CH:27]=[CH:26][N:25]=[C:24]([C:28]([O:30]CC)=[O:29])[CH:23]=3)=[N:16][CH:17]=[CH:18][CH:19]=2)=[O:13])[CH:7]=[C:8]([CH3:10])[CH:9]=1>CO.C(OCC)(=O)C>[C:28]([C:24]1[CH:23]=[C:22]([CH2:21][S:20][C:15]2[C:14]([C:12]([NH:11][C:6]3[CH:7]=[C:8]([CH3:10])[CH:9]=[C:4]([CH3:3])[CH:5]=3)=[O:13])=[CH:19][CH:18]=[CH:17][N:16]=2)[CH:27]=[CH:26][N:25]=1)([OH:30])=[O:29] |f:0.1|. The reactants are [OH-].[Na+] (sodium hydroxide), CC=1C=C(C=C(C1)C)NC(=O)C=1C(=NC=CC1)SCC1=CC(=NC=C1)C(=O)OCC (N-(3,5-dimethylphenyl)-2-(2-ethoxycarbonylpyridin-4-ylmethylthio)pyridine-3-carboxamide), hydrochlroric acid. Isolated yield 84.0%. Yields the product C(=O)(O)C1=NC=CC(=C1)CSC1=NC=CC=C1C(=O)NC1=CC(=CC(=C1)C)C (2-(2-Carboxypyridin-4-ylmethylthio)-N-(3,5-dimethylphenyl)pyridine-3-carboxamide). Procedure: A 1N aqueous sodium hydroxide solution (0.5 mL) was added to a solution of N-(3,5-dimethylphenyl)-2-(2-ethoxycarbonylpyridin-4-ylmethylthio)pyridine-3-carboxamide (95 mg, 0.22 mmol, Compound No. 1-241) in methanol (2 mL), then the mixture was stirred at room temperature for 1.5 hours. 1N hydrochlroric acid (1 mL) was added to the reaction mixture, and this mixture was diluted with ethyl acetate (35 mL). The mixture was washed with brine (20 mL), and then the organic layer was dried over anhydrou... The reactants are C(C)(=O)NC1=CC=C(C=C1)S(=O)(=O)C1=CC(=C(C=C1)[N+](=O)[O-])Cl (4-(4-acetamidophenyl-sulphonyl)-2-chloro-nitrobenzene), O (water), Cl (hydrochloric acid). The reagents and catalysts are [Fe] (Iron). Solvent: C(C)O (ethanol). Product: C(C)(=O)NC1=CC=C(C=C1)S(=O)(=O)C1=CC(=C(N)C=C1)Cl (4-(4-Acetamidophenylsulphonyl)-2-chloroaniline). The yield is 1304.3%. RXN SMILES: [C:1]([NH:4][C:5]1[CH:10]=[CH:9][C:8]([S:11]([C:14]2[CH:19]=[CH:18][C:17]([N+:20]([O-])=O)=[C:16]([Cl:23])[CH:15]=2)(=[O:13])=[O:12])=[CH:7][CH:6]=1)(=[O:3])[CH3:2].O.Cl>[Fe].C(O)C>[C:1]([NH:4][C:5]1[CH:6]=[CH:7][C:8]([S:11]([C:14]2[CH:19]=[CH:18][C:17]([NH2:20])=[C:16]([Cl:23])[CH:15]=2)(=[O:13])=[O:12])=[CH:9][CH:10]=1)(=[O:3])[CH3:2]. Procedure details: Iron powder (2.5 g) was added to a stirred mixture of 4-(4-acetamidophenyl-sulphonyl)-2-chloro-nitrobenzene (Method 13) (0.67 g), water (2 ml), concentrated hydrochloric acid (0.5 ml) and ethanol (10 ml). The mixture was heated under reflux for 1 hour then evaporated to near dryness and partitioned between ethyl acetate and water. The organic layer was separated the aqueous layer was extracted with ethyl acetate (3×15 ml). The organic extracts were combined and dried. Volatile material was remov... Starting materials: CC1([C@@H]2[C@H](C3=CC(=CC=C3O1)C#N)O2)C ((S,S)-2,2-dimethyl-1a,7b-dihydro-2H-1,3-dioxa-cyclopropa[a]naphthalene-6-carbonitrile), ClC=1C=CC2=C(C(NO2)=O)C1 (5-chloro-benzo[d]isoxazol-3-one). Product: ClC=1C=CC2=C(C(=NO2)O[C@H]2[C@@H](C(OC3=CC=C(C=C23)C#N)(C)C)O)C1 ((3S,4R)-4-(5-Chloro-benzo[d]isoxazol-3-yloxy)-3-hydroxy-2,2-dimethyl-chroman-6-carbonitrile). As a reaction SMILES: [CH3:1][C:2]1([CH3:15])[O:11][C:10]2[C:5](=[CH:6][C:7]([C:12]#[N:13])=[CH:8][CH:9]=2)[C@@H:4]2[O:14][C@H:3]12.[Cl:16][C:17]1[CH:18]=[CH:19][C:20]2[O:24][NH:23][C:22](=[O:25])[C:21]=2[CH:26]=1>>[Cl:16][C:17]1[CH:18]=[CH:19][C:20]2[O:24][N:23]=[C:22]([O:25][C@@H:4]3[C:5]4[C:10](=[CH:9][CH:8]=[C:7]([C:12]#[N:13])[CH:6]=4)[O:11][C:2]([CH3:1])([CH3:15])[C@H:3]3[OH:14])[C:21]=2[CH:26]=1. Procedure details: Following the procedure in Example 1, using (S,S)-2,2-dimethyl-1a,7b-dihydro-2H-1,3-dioxa-cyclopropa[a]naphthalene-6-carbonitrile and 5-chloro-benzo[d]isoxazol-3-one (prepared by literature known method) as starting materials, the title compound was prepared as a white solid.